This data is from the Open Reaction Database (ORD), a public repository of structured organic reaction records. The task is: describe an organic reaction: reactants, conditions, products, and yield Starting materials: compound [ 4-6 ], FC1=CC=C(CCl)C=C1 (4-fluorobenzyl chloride), C(C1=CC=CC=C1)N1C=CC2=CC=C(C=C12)CC(=O)O (2-(1-benzyl-1H-indole-6-yl)acetic acid). The product is FC1=CC=C(CN2C=CC3=CC=C(C=C23)CC(=O)O)C=C1 (2-[1-(4-fluorobenzyl)-1H-indole-6-yl]acetic acid), C(C1=CC=CC=C1)N1C=CC2=CC=C(C=C12)CC(=O)O (2-(1-benzyl-1H-indole-6-yl)acetic acid). Reaction SMILES: [F:1][C:2]1[CH:9]=[CH:8][C:5]([CH2:6]Cl)=[CH:4][CH:3]=1.[CH2:10]([N:17]1[C:25]2[C:20](=[CH:21][CH:22]=[C:23]([CH2:26][C:27]([OH:29])=[O:28])[CH:24]=2)[CH:19]=[CH:18]1)[C:11]1[CH:16]=[CH:15][CH:14]=[CH:13][CH:12]=1>>[F:1][C:2]1[CH:9]=[CH:8][C:5]([CH2:6][N:17]2[C:25]3[C:20](=[CH:21][CH:22]=[C:23]([CH2:26][C:27]([OH:29])=[O:28])[CH:24]=3)[CH:19]=[CH:18]2)=[CH:4][CH:3]=1.[CH2:10]([N:17]1[C:25]2[C:20](=[CH:21][CH:22]=[C:23]([CH2:26][C:27]([OH:29])=[O:28])[CH:24]=2)[CH:19]=[CH:18]1)[C:11]1[CH:12]=[CH:13][CH:14]=[CH:15][CH:16]=1. Reported procedure: The titled compound (36 mg) as a white solid was prepared from the compound [4-6] obtained in the process (6) of Example 4 (100 mg) and 4-fluorobenzyl chloride according to the method of the process (7) of Example 4. RXN SMILES: [CH2:17]([CH3:18])[O:19][C:20]([CH2:21][c:22]1[cH:23][cH:24][cH:25][cH:26][cH:27]1)=[O:28].[CH3:2][O:3][S:4]([O-:5])(=[O:6])=[O:7].[CH3:30][CH2:31][OH:32].[CH3:33][CH2:34][O:35][CH2:36][CH3:37].[CH3:8][N:9]([C:10]1=[N+:11]([CH3:15])[CH2:12][CH2:13][CH2:14]1)[CH3:16].[Na:1].[OH2:29]>>[C:10]1(=[C:21]([C:20]([O:19][CH2:17][CH3:18])=[O:28])[c:22]2[cH:23][cH:24][cH:25][cH:26][cH:27]2)[N:11]([CH3:15])[CH2:12][CH2:13][CH2:14]1. The product is CCOC(=O)C(=C1CCCN1C)c1ccccc1. The reactants are CCOC(=O)Cc1ccccc1, COS(=O)(=O)[O-], CCO, CCOCC, CN(C)C1=[N+](C)CCC1, [Na], O. Starting materials: formula II, [N+](=O)([O-])C=1C=C(C=CC1[N+](=O)[O-])Cl (3,4-dinitrochlorobenzene), [NH4+] (ammonium). The solvent is C(C)O (ethanol). Yields the product [N+](=O)([O-])C1=C(N)C=C(C=C1)Cl (2-nitro-5-chloroaniline). RXN SMILES: [N+:1]([C:4]1[CH:5]=[C:6]([Cl:13])[CH:7]=[CH:8][C:9]=1[N+:10]([O-:12])=[O:11])([O-])=O.[NH4+]>C(O)C>[N+:10]([C:9]1[CH:8]=[CH:7][C:6]([Cl:13])=[CH:5][C:4]=1[NH2:1])([O-:12])=[O:11]. Procedure details: Compounds of formula I can be prepared without using the intermediate of formula II. For example, 3,4-dinitrochlorobenzene may be treated with liquid ammonium in a solvent such as ethanol to obtain 2-nitro-5-chloroaniline, which may then be treated with acetic anhydride in a solvent such as pyridine at 0°-5° C. to yield 2-nitro-5-chloroacetanilide. The 2-nitro-5-chloro acetanilide may then be converted to the corresponding 2-dialkylamino-5-chloroacetanilide by hydrogenating the nitro compound us... Starting materials: CCOC(=O)c1nc(C)sc1N(CC1CC1)C(=O)OCC1CC1, Cc1nccc(N)n1, C[Al](C)C, [Na+], [Na+], O=S(=O)([O-])[O-], C1COCCO1, O. Yields the product Cc1nccc(NC(=O)c2nc(C)sc2N(CC2CC2)C(=O)OCC2CC2)n1. RXN SMILES: [CH2:13]([O:15][C:16](=[O:14])[c:18]1[n:19][c:20]([CH3:35])[s:21][c:22]1[N:23]([CH2:24][CH:25]1[CH2:26][CH2:27]1)[C:28](=[O:29])[O:30][CH2:31][CH:32]1[CH2:33][CH2:34]1)[CH3:17].[CH3:1][c:2]1[n:3][cH:4][cH:5][c:6]([NH2:8])[n:7]1.[CH3:9][Al:10]([CH3:11])[CH3:12].[Na+:36].[Na+:37].[O-:38][S:39](=[O:40])(=[O:41])[O-:42].[O:43]1[CH2:44][CH2:45][O:46][CH2:47][CH2:48]1.[OH2:49]>>[CH3:1][c:2]1[n:3][cH:4][cH:5][c:6]([NH:8][C:16](=[O:15])[c:18]2[n:19][c:20]([CH3:35])[s:21][c:22]2[N:23]([CH2:24][CH:25]2[CH2:26][CH2:27]2)[C:28](=[O:29])[O:30][CH2:31][CH:32]2[CH2:33][CH2:34]2)[n:7]1. Starting materials: N (ammonia), N (ammonia), C1N2CN3CN1CN(C2)C3 (hexamethylenetetramine), ClCC(=O)NC1=C(C(=O)C2=CC=CC=C2)C=C(C=C1)Cl (2-chloroacetamido-5-chlorobenzophenone), N (ammonia). Run in CO (methanol). Run at time 24 hour. Yields the product ClC=1C=CC2=C(C(=NCC(N2)=O)C2=CC=CC=C2)C1 (7-chloro-1,3-dihydro-5-phenyl-2H-1,4-benzodiazepin-2-one). The yield is 624.3%. Reaction SMILES: C1N2CN3CN(C2)C[N:2]1C3.Cl[CH2:12][C:13]([NH:15][C:16]1[CH:29]=[CH:28][C:27]([Cl:30])=[CH:26][C:17]=1[C:18]([C:20]1[CH:25]=[CH:24][CH:23]=[CH:22][CH:21]=1)=O)=[O:14].N>CO>[Cl:30][C:27]1[CH:28]=[CH:29][C:16]2[NH:15][C:13](=[O:14])[CH2:12][N:2]=[C:18]([C:20]3[CH:25]=[CH:24][CH:23]=[CH:22][CH:21]=3)[C:17]=2[CH:26]=1. Procedure: A mixture of methanol (550 mls), hexamethylenetetramine (14.1 g., 0.1 mol) and 2-chloroacetamido-5-chlorobenzophenone (308.2 g., 1.0 mol) was stirred and saturated with ammonia at room temperature. The mixture was heated slowly to reflux with a steady stream of ammonia bubbling through the solution. Refluxing was continued for 24 hours. The flow of ammonia was interrupted and the crystal slurry obtained was cooled to room temperature. The product, filtered, washed with methanol (2 × 125 ml) and ...